Dataset: the Open Reaction Database (ORD), a public repository of structured organic reaction records. Task: describe an organic reaction: reactants, conditions, products, and yield The reactants are FC=1C=C2C(N(C(NC2=CC1[N+](=O)[O-])=O)NS(=O)(=O)C)=O (N-(6-fluoro-7-nitro-2,4-dioxo-1,4-dihydro-2H-quinazolin-3-yl)-methanesulfonamide), FC(CN)(F)F (2,2,2-trifluoro-ethylamine), C(C)(=O)OCC (ethyl acetate). Solvent: O (water). Conditions: temperature 140 celsius. The product is [N+](=O)([O-])C1=C(C=C2C(N(C(NC2=C1)=O)NS(=O)(=O)C)=O)NCC(F)(F)F (N-[7-Nitro-2,4-dioxo-6-(2,2,2-trifluoro-ethylamino)-1,4-dihydro-2H-quinazolin-3-yl]-methanesulfonamide). Isolated yield 25.3%. As a reaction SMILES: F[C:2]1[CH:3]=[C:4]2[C:9](=[CH:10][C:11]=1[N+:12]([O-:14])=[O:13])[NH:8][C:7](=[O:15])[N:6]([NH:16][S:17]([CH3:20])(=[O:19])=[O:18])[C:5]2=[O:21].[F:22][C:23]([F:27])([F:26])[CH2:24][NH2:25].C(OCC)(=O)C>O>[N+:12]([C:11]1[CH:10]=[C:9]2[C:4]([C:5](=[O:21])[N:6]([NH:16][S:17]([CH3:20])(=[O:19])=[O:18])[C:7](=[O:15])[NH:8]2)=[CH:3][C:2]=1[NH:25][CH2:24][C:23]([F:27])([F:26])[F:22])([O-:14])=[O:13]. Procedure details: A mixture of 200 mg (0.628 mmol) of N-(6-fluoro-7-nitro-2,4-dioxo-1,4-dihydro-2H-quinazolin-3-yl)-methanesulfonamide and 1.08 ml (13.68 mmol) of 2,2,2-trifluoro-ethylamine in a closed vial is heated in a microwave reactor at 140° C. for 20 hours. After cooling, the reaction mixture is distributed between ethyl acetate and water, the organic phase dried and concentrated to yield a precipitate which is filtered off and submitted to purification by medium pressure chromatography on a RP-C18 column ... Reactants: CS(=O)(=O)NC1=CC=C(C=C1)C1=COC2=CC(=CC=C2C1=O)OCC=1C=C(C(=O)OCC=C)C=CC1 (prop-2-enyl 3-[(3-{4-[(methylsulfonyl)amino]phenyl}-4-oxochromen-7-yloxy)methyl]benzoate), tetrakis(triphenyl-phosphine)palladium(0), N1CCOCC1 (morpholine). Run in O1CCCC1 (tetrahydrofuran). Conditions: time 2 hour. The product is CS(=O)(=O)NC1=CC=C(C=C1)C1=COC2=CC(=CC=C2C1=O)OCC=1C=C(C(=O)O)C=CC1 (3-[(3-{4-[(methylsulfonyl)amino]phenyl}-4-oxochromen-7-yloxy)methyl]benzoic acid). Reaction SMILES: [CH3:1][S:2]([NH:5][C:6]1[CH:11]=[CH:10][C:9]([C:12]2[C:21](=[O:22])[C:20]3[C:15](=[CH:16][C:17]([O:23][CH2:24][C:25]4[CH:26]=[C:27]([CH:34]=[CH:35][CH:36]=4)[C:28]([O:30]CC=C)=[O:29])=[CH:18][CH:19]=3)[O:14][CH:13]=2)=[CH:8][CH:7]=1)(=[O:4])=[O:3].N1CCOCC1>O1CCCC1>[CH3:1][S:2]([NH:5][C:6]1[CH:7]=[CH:8][C:9]([C:12]2[C:21](=[O:22])[C:20]3[C:15](=[CH:16][C:17]([O:23][CH2:24][C:25]4[CH:26]=[C:27]([CH:34]=[CH:35][CH:36]=4)[C:28]([OH:30])=[O:29])=[CH:18][CH:19]=3)[O:14][CH:13]=2)=[CH:10][CH:11]=1)(=[O:3])=[O:4]. Procedure: To a solution of prop-2-enyl 3-[(3-{4-[(methylsulfonyl)amino]phenyl}-4-oxochromen-7-yloxy)methyl]benzoate (88.8 mg, 0.176 mmol), tetrakis(triphenyl-phosphine)palladium(0) (10 mg, 0.009 mmol) in dry tetrahydrofuran 2 ml) was added morpholine (77 mg, 0.88 mmol), and the mixture was stirred at room temperature under argon for 2 hours. Solvent was then removed reduced pressure, and the residue dissolved in acetone, mixed with silica gel, the solvent removed under reduced pressure, and the silica gel...